Dataset: the Open Reaction Database (ORD), a public repository of structured organic reaction records. Task: describe an organic reaction: reactants, conditions, products, and yield Solvent: O1CCOCC1 (1,4-dioxane). Product: N(C1=CC=CC=C1)C1=NC(=NC=C1CNC(=O)N)NC1=CC=C(C=C1)OCC(CN(C)C)O (4-Anilino-2-{4-[2-hydroxy-3-(N,N-dimethylamino)propoxy]anilino}-5-ureidomethyl-pyrimidine). Isolated yield 27.7%. Starting materials: C(C)OCC (Diethyl ether), NC(=O)N (Urea), Cl (hydrogen chloride), N(C1=CC=CC=C1)C1=NC(=NC=C1COCC)NC1=CC=C(C=C1)OCC(CN(C)C)O (4-Anilino-5-(ethoxymethyl)-2-{4-[2-hydroxy-3-(N,N-dimethylamino)propoxy]anilino}pyrimidine). Reported procedure: 4-Anilino-5-(ethoxymethyl)-2-{4-[2-hydroxy-3-(N,N-dimethylamino)propoxy]anilino}pyrimidine (Example 86, 70 mg, 0.16 mmol) was dissolved in 1,4-dioxane (2 ml). Urea (12 mg, 0.19 mmol) and ethereal hydrogen chloride (1.0M; 0.19 ml, 0.19 mmol) were added, and the suspension was heated at 100° C. for 20 hours. Diethyl ether (20 ml) was added, and the precipitated solid collected by filtration. The solid was dissolved in 10% methanol solution in DCM (3 ml), and loaded on a Varian Mega Bond Elut colum... Run at temperature 100 celsius. RXN SMILES: [NH:1]([C:8]1[C:13]([CH2:14]OCC)=[CH:12][N:11]=[C:10]([NH:18][C:19]2[CH:24]=[CH:23][C:22]([O:25][CH2:26][CH:27]([OH:32])[CH2:28][N:29]([CH3:31])[CH3:30])=[CH:21][CH:20]=2)[N:9]=1)[C:2]1[CH:7]=[CH:6][CH:5]=[CH:4][CH:3]=1.[NH2:33][C:34]([NH2:36])=[O:35].Cl.C(OCC)C>O1CCOCC1>[NH:1]([C:8]1[C:13]([CH2:14][NH:33][C:34]([NH2:36])=[O:35])=[CH:12][N:11]=[C:10]([NH:18][C:19]2[CH:20]=[CH:21][C:22]([O:25][CH2:26][CH:27]([OH:32])[CH2:28][N:29]([CH3:31])[CH3:30])=[CH:23][CH:24]=2)[N:9]=1)[C:2]1[CH:7]=[CH:6][CH:5]=[CH:4][CH:3]=1. As a reaction SMILES: [C:40](=[O:41])([O-:42])[O-:43].[CH3:22][c:23]1[cH:24][cH:25][c:26]([S:27]([O:28][CH2:33][CH:34]2[O:35][CH2:36][CH2:37][CH:38]2[OH:39])(=[O:29])=[O:30])[cH:31][cH:32]1.[CH3:46][N:47]1[CH2:48][CH2:49][CH2:50][CH2:51]1.[CH3:52][CH2:53][O:54][C:55](=[O:56])[CH3:57].[CH:1]([CH3:2])([CH3:3])[O:4][C:5]([NH:6][CH:7]1[CH2:8][c:9]2[c:10]([nH:11][c:12]3[cH:13][cH:14][c:15]([C:18]#[N:19])[cH:16][c:17]23)[CH2:20]1)=[O:21].[Cs+:44].[Cs+:45]>>[CH:1]([CH3:2])([CH3:3])[O:4][C:5]([NH:6][CH:7]1[CH2:8][c:9]2[c:10]([n:11]([CH2:33][CH:34]3[O:35][CH2:36][CH2:37][CH:38]3[OH:39])[c:12]3[cH:13][cH:14][c:15]([C:18]#[N:19])[cH:16][c:17]23)[CH2:20]1)=[O:21]. Product: CC(C)OC(=O)NC1Cc2c(n(CC3OCCC3O)c3ccc(C#N)cc23)C1. The reactants are O=C([O-])[O-], Cc1ccc(S(=O)(=O)OCC2OCCC2O)cc1, CN1CCCC1, CCOC(C)=O, CC(C)OC(=O)NC1Cc2[nH]c3ccc(C#N)cc3c2C1, [Cs+], [Cs+]. The reactants are C(=O)[O-].[NH4+] (ammonium formate), C(C)(C)C1N(C(OC1=O)C1=CC=C(C=C1)C1=C(C=CC=C1)C1=NN=NN1C(C1=CC=CC=C1)(C1=CC=CC=C1)C1=CC=CC=C1)C(CCCC)=O (4-isopropyl-3-pentanoyl-2-[2′-(1-trityl-1H-tetrazol-5-yl)-biphenyl-4-yl]oxazolidin-5-one), C(=O)[O-].[NH4+] (ammonium formate). Reagents/catalysts: [Pd] (Pd/C). The solvent is CN(C(C)=O)C (N,N,-dimethyl-acetamide). Conditions: temperature 90 celsius. Product: CCCCC(=O)N(CC=1C=CC(=CC1)C=2C=CC=CC2C=3NN=NN3)[C@@H](C(C)C)C(=O)O (valsartan). Yield: 70.0%. RXN SMILES: [CH:1]([CH:4]1[C:8](=[O:9])[O:7][CH:6]([C:10]2[CH:15]=[CH:14][C:13]([C:16]3[CH:21]=[CH:20][CH:19]=[CH:18][C:17]=3[C:22]3[N:26](C(C4C=CC=CC=4)(C4C=CC=CC=4)C4C=CC=CC=4)[N:25]=[N:24][N:23]=3)=[CH:12][CH:11]=2)[N:5]1[C:46](=[O:51])[CH2:47][CH2:48][CH2:49][CH3:50])([CH3:3])[CH3:2].C([O-])=O.[NH4+]>CN(C)C(=O)C.[Pd]>[CH3:50][CH2:49][CH2:48][CH2:47][C:46]([N:5]([C@H:4]([C:8]([OH:9])=[O:7])[CH:1]([CH3:3])[CH3:2])[CH2:6][C:10]1[CH:11]=[CH:12][C:13]([C:16]2[CH:21]=[CH:20][CH:19]=[CH:18][C:17]=2[C:22]2[NH:23][N:24]=[N:25][N:26]=2)=[CH:14][CH:15]=1)=[O:51] |f:1.2|. Procedure details: 1.0 g (1.5 mmoles) of 4-isopropyl-3-pentanoyl-2-[2′-(1-trityl-1H-tetrazol-5-yl)-biphenyl-4-yl]oxazolidin-5-one are reacted in 50 ml of N,N,-dimethyl-acetamide with 1.2 g of ammonium formate (19.0 mmoles) and 1.2 g of 5% Pd/C catalyst. The temperature is raised to 90° C. and ammonium formate is added in 1.2 g (19.0 mmoles) portions, at 2 hours interval, until disappearance of the starting substrate. The mixture is cooled and the catalyst is filtered off. tert-Butyl methyl ether and 20% sulfuric a...